Dataset: the Open Reaction Database (ORD), a public repository of structured organic reaction records. Task: describe an organic reaction: reactants, conditions, products, and yield The reactants are OC1CN(CCC1C1=CC=C(C=C1)OCCCOC1=CC(=CC=C1)C(F)(F)F)C(=O)OC(C)(C)C (tert-butyl 3-hydroxy-4-{4-[3-(3-trifluoromethylphenoxy)propoxy]phenyl}piperidine-1-carboxylate), ClCC=1C=CC2=C(N(C(CO2)=O)CCCOC)C1 (6-chloromethyl-4-(3-methoxypropyl)-4H-benzo[1,4]oxazin-3-one). Yields the product COCCCN1C(COC2=C1C=C(C=C2)COC2CN(CCC2C2=CC=C(C=C2)OCCCOC2=CC(=CC=C2)C(F)(F)F)C(=O)OC(C)(C)C)=O (tert-Butyl 3-[4-(3-methoxypropyl)-3-oxo-3,4-dihydro-2H-benzo[1,4]oxazin-6-ylmethoxy]-4{4-[3-(3-trifluoromethylphenoxy)propoxy]phenyl}piperidine-1-carboxylate). Reaction SMILES: [OH:1][CH:2]1[CH:7]([C:8]2[CH:13]=[CH:12][C:11]([O:14][CH2:15][CH2:16][CH2:17][O:18][C:19]3[CH:24]=[CH:23][CH:22]=[C:21]([C:25]([F:28])([F:27])[F:26])[CH:20]=3)=[CH:10][CH:9]=2)[CH2:6][CH2:5][N:4]([C:29]([O:31][C:32]([CH3:35])([CH3:34])[CH3:33])=[O:30])[CH2:3]1.Cl[CH2:37][C:38]1[CH:39]=[CH:40][C:41]2[O:46][CH2:45][C:44](=[O:47])[N:43]([CH2:48][CH2:49][CH2:50][O:51][CH3:52])[C:42]=2[CH:53]=1>>[CH3:52][O:51][CH2:50][CH2:49][CH2:48][N:43]1[C:42]2[CH:53]=[C:38]([CH2:37][O:1][CH:2]3[CH:7]([C:8]4[CH:13]=[CH:12][C:11]([O:14][CH2:15][CH2:16][CH2:17][O:18][C:19]5[CH:24]=[CH:23][CH:22]=[C:21]([C:25]([F:26])([F:28])[F:27])[CH:20]=5)=[CH:10][CH:9]=4)[CH2:6][CH2:5][N:4]([C:29]([O:31][C:32]([CH3:35])([CH3:34])[CH3:33])=[O:30])[CH2:3]3)[CH:39]=[CH:40][C:41]=2[O:46][CH2:45][C:44]1=[O:47]. Procedure details: Analogously to Method D, 0.560 g of tert-butyl 3-hydroxy-4-{4-[3-(3-trifluoromethylphenoxy)propoxy]phenyl}piperidine-1-carboxylate and 0.339 g of 6-chloromethyl-4-(3-methoxypropyl)-4H-benzo[1,4]oxazin-3-one (Example 2a) are reacted. The title compound is obtained as a yellowish oil. Rf=0.30 (1:1 EtOAc-heptane); Rt=6.15. The reactants are COC1=CC=C(C=C1)C1=C(C=NO1)C(=O)O (5-(4-methoxyphenyl)isoxazole-4-carboxylic acid), C(C)NCC (diethylamine). The product is C(C)N(C(=O)C=1C=NOC1C1=CC=C(C=C1)OC)CC (N,N-Diethyl-5-(4-methoxyphenyl)isoxazole-4-carboxamide), solid. RXN SMILES: [CH3:1][O:2][C:3]1[CH:8]=[CH:7][C:6]([C:9]2[O:13][N:12]=[CH:11][C:10]=2[C:14]([OH:16])=O)=[CH:5][CH:4]=1.[CH2:17]([NH:19][CH2:20][CH3:21])[CH3:18]>>[CH2:17]([N:19]([CH2:20][CH3:21])[C:14]([C:10]1[CH:11]=[N:12][O:13][C:9]=1[C:6]1[CH:5]=[CH:4][C:3]([O:2][CH3:1])=[CH:8][CH:7]=1)=[O:16])[CH3:18]. Procedure details: The title compound was prepared from 5-(4-methoxyphenyl)isoxazole-4-carboxylic acid (11.0 mg, 0.050 mmol) and diethylamine (4.4 mg, 0.060 mmol) as described in synthetic method A and thereafter purified by preparative HPLC method A to give a solid (7.8 mg). MS (pos) m/z 275.2 (M+1). The reactants are OC1=C(C(=O)C2=C(C=C(C=C2)O)O)C=CC(=C1)O (2,2′,4,4′-tetrahydroxybenzophenone), C(C)(=O)[O-].[Na+] (sodium acetate), Cl.FC(OC1=CC=C(C=C1)NN)(F)F (4-trifluoromethoxyphenylhydrazine hydrochloride). The product is OC1=CC=C2C(=NN(C2=C1)C1=CC=C(C=C1)OC(F)(F)F)C1=C(C=C(C=C1)O)O (4-{6-hydroxy-1-[4-(trifluoromethoxy)phenyl]-1H-indazol-3-yl}benzene-1,3-diol). Yield: 22.4%. As a reaction SMILES: O[C:2]1[CH:17]=[C:16]([OH:18])[CH:15]=[CH:14][C:3]=1[C:4]([C:6]1[CH:11]=[CH:10][C:9]([OH:12])=[CH:8][C:7]=1[OH:13])=O.C([O-])(=O)C.[Na+].Cl.[F:25][C:26]([F:37])([F:36])[O:27][C:28]1[CH:33]=[CH:32][C:31]([NH:34][NH2:35])=[CH:30][CH:29]=1>>[OH:18][C:16]1[CH:17]=[C:2]2[C:3]([C:4]([C:6]3[CH:11]=[CH:10][C:9]([OH:12])=[CH:8][C:7]=3[OH:13])=[N:35][N:34]2[C:31]2[CH:32]=[CH:33][C:28]([O:27][C:26]([F:25])([F:37])[F:36])=[CH:29][CH:30]=2)=[CH:14][CH:15]=1 |f:1.2,3.4|. Reported procedure: Prepared according to Method B from 2,2′,4,4′-tetrahydroxybenzophenone (0.123 g, 0.5 mmol), sodium acetate (0.041 g, 0.5 mmol) and 4-trifluoromethoxyphenylhydrazine hydrochloride (0.114 g, 0.5 mmol) to give 0.045 g of product as a tan solid. Reactants: C(C)(C)(C)OC(=O)N1CC(N(CC1)C1=CC=C(C=C1)C(F)(F)F)C (rac-3-methyl-4-(4-trifluoromethyl-phenyl)-piperazine-1-carboxylic acid tert-butyl ester), Cl (HCl), solution. Solvent: O1CCOCC1 (dioxane), O1CCOCC1 (dioxane), CCOCC (ether). Conditions: temperature 90 celsius. The product is Cl.CC1N(CCNC1)C1=CC=C(C=C1)C(F)(F)F (rac-2-Methyl-1-(4-trifluoromethyl-phenyl)-piperazine hydrochloride). As a reaction SMILES: C(OC([N:8]1[CH2:13][CH2:12][N:11]([C:14]2[CH:19]=[CH:18][C:17]([C:20]([F:23])([F:22])[F:21])=[CH:16][CH:15]=2)[CH:10]([CH3:24])[CH2:9]1)=O)(C)(C)C.[ClH:25]>O1CCOCC1.CCOCC>[ClH:25].[CH3:24][CH:10]1[CH2:9][NH:8][CH2:13][CH2:12][N:11]1[C:14]1[CH:15]=[CH:16][C:17]([C:20]([F:23])([F:21])[F:22])=[CH:18][CH:19]=1 |f:4.5|. Procedure: To 0.58 mmol rac-3-methyl-4-(4-trifluoromethyl-phenyl)-piperazine-1-carboxylic acid tert-butyl ester in 3 ml dioxane was added 8.7 mmol HCl (as a 4 M solution in dioxane), and the mixture was heated at 90° C. for 3 h. The mixture was then cooled 0° C. and diluted with 10 ml ether. The ensuing white crystals were collected by filtration, washing with ether, and dried in vacuo to afford the title compound. Reactants: COC([C@H](CC(C)C)N1C(C=C(C1)OC1=CC=C(C=C1)C[C@@H]1OC(OC1)(C)C)=O)=O ((S)-2-{4-[4-((S)-2,2-dimethyl-[1,3]dioxolan-4-ylmethyl)-phenoxy]-2-oxo-2,5-dihydro-pyrrol-1-yl}-4-methyl-pentanoic acid methyl ester), O.[OH-].[Li+] (lithium hydroxide monohydrate). The yield is 78.0%. As a reaction SMILES: C[O:2][C:3](=[O:30])[C@@H:4]([N:9]1[CH2:13][C:12]([O:14][C:15]2[CH:20]=[CH:19][C:18]([CH2:21][C@H:22]3[CH2:26][O:25][C:24]([CH3:28])([CH3:27])[O:23]3)=[CH:17][CH:16]=2)=[CH:11][C:10]1=[O:29])[CH2:5][CH:6]([CH3:8])[CH3:7].O.[OH-].[Li+]>O1CCCC1.O>[CH3:28][C:24]1([CH3:27])[O:23][C@@H:22]([CH2:21][C:18]2[CH:19]=[CH:20][C:15]([O:14][C:12]3[CH2:13][N:9]([C@@H:4]([CH2:5][CH:6]([CH3:8])[CH3:7])[C:3]([OH:30])=[O:2])[C:10](=[O:29])[CH:11]=3)=[CH:16][CH:17]=2)[CH2:26][O:25]1 |f:1.2.3|. Solvent: O1CCCC1 (tetrahydrofuran), O (water). The product is CC1(OC[C@@H](O1)CC1=CC=C(OC2=CC(N(C2)[C@H](C(=O)O)CC(C)C)=O)C=C1)C ((S)-2-{4-[4-((S)-2,2-dimethyl-[1,3]dioxolan-4-ylmethyl)-phenoxy]-2-oxo-2,5-dihydro-pyrrol-1-yl}-4-methyl-pentanoic acid). Procedure details: A solution of (S)-2-{4-[4-((S)-2,2-dimethyl-[1,3]dioxolan-4-ylmethyl)-phenoxy]-2-oxo-2,5-dihydro-pyrrol-1-yl}-4-methyl-pentanoic acid methyl ester (0.198 g, 0.47 mmol) in tetrahydrofuran (5 mL) and water (1 mL) was treated with lithium hydroxide monohydrate (0.022 g 0.51 mmol) and stirred at room temperature for 1.5 h. The mixture was partitioned between ethyl acetate and water and the layers separated. The aqueous phase was acidified with 1N aqueous hydrochloric acid (pH=1) and extracted with e... Run at time 1.5 hour. Reactants: Clc1cc(COCc2ccccc2)ncn1, CN1CCCC1=O, CCOC(C)=O, COC(=O)c1coc2cc(O)ccc12, [K+], [K+], O=C([O-])[O-], O. Product: COC(=O)c1coc2cc(Oc3cc(COCc4ccccc4)ncn3)ccc12. As a reaction SMILES: [CH2:21]([c:22]1[cH:23][cH:24][cH:25][cH:26][cH:27]1)[O:28][CH2:29][c:30]1[n:31][cH:32][n:33][c:34]([Cl:36])[cH:35]1.[CH3:37][N:38]1[CH2:39][CH2:40][CH2:41][C:42]1=[O:43].[CH3:45][CH2:46][O:47][C:48]([CH3:49])=[O:50].[CH3:7][O:8][C:9](=[O:10])[c:11]1[cH:12][o:13][c:14]2[c:15]1[cH:16][cH:17][c:18]([OH:20])[cH:19]2.[K+:1].[K+:2].[O-:3][C:4]([O-:5])=[O:6].[OH2:44]>>[CH3:7][O:8][C:9](=[O:10])[c:11]1[cH:12][o:13][c:14]2[c:15]1[cH:16][cH:17][c:18]([O:20][c:34]1[n:33][cH:32][n:31][c:30]([CH2:29][O:28][CH2:21][c:22]3[cH:23][cH:24][cH:25][cH:26][cH:27]3)[cH:35]1)[cH:19]2. Reactants: NCCCCN1C=NC=2C(=NC=3C=CC=CC3C21)N (1-(4-aminobutyl)-1H-imidazo[4,5-c]quinolin-4-amine), C(C1=CC=CC=C1)(=O)C=1C=C(C(=O)Cl)C=CC1 (3-benzoylbenzoyl chloride). Product: NC1=NC=2C=CC=CC2C2=C1N=CN2CCCCNC(C2=CC(=CC=C2)C(C2=CC=CC=C2)=O)=O (N1-[4-(4-amino-1H-imidazo[4,5-c]quinolin-1-yl)butyl]-3-benzoylbenzamide). Yield: 56.2%. Reaction SMILES: [NH2:1][CH2:2][CH2:3][CH2:4][CH2:5][N:6]1[C:18]2[C:17]3[CH:16]=[CH:15][CH:14]=[CH:13][C:12]=3[N:11]=[C:10]([NH2:19])[C:9]=2[N:8]=[CH:7]1.[C:20]([C:28]1[CH:29]=[C:30]([CH:34]=[CH:35][CH:36]=1)[C:31](Cl)=[O:32])(=[O:27])[C:21]1[CH:26]=[CH:25][CH:24]=[CH:23][CH:22]=1>>[NH2:19][C:10]1[C:9]2[N:8]=[CH:7][N:6]([CH2:5][CH2:4][CH2:3][CH2:2][NH:1][C:31](=[O:32])[C:30]3[CH:34]=[CH:35][CH:36]=[C:28]([C:20](=[O:27])[C:21]4[CH:22]=[CH:23][CH:24]=[CH:25][CH:26]=4)[CH:29]=3)[C:18]=2[C:17]2[CH:16]=[CH:15][CH:14]=[CH:13][C:12]=2[N:11]=1. Procedure details: Using the method of Example 14, 1-(4-aminobutyl)-1H-imidazo[4,5-c]quinolin-4-amine (0.2 g, 0.78 mmol) was reacted with 3-benzoylbenzoyl chloride (0.18 g, 0.73 mmol) to provide 0.19 g of N1-[4-(4-amino-1H-imidazo[4,5-c]quinolin-1-yl)butyl]-3-benzoylbenzamide as a white crystalline solid, m.p. 103-105° C. 1H NMR (500 MHz, DMSO-d6) δ 8.70 (t, J=6.0 Hz, 1H), 8.22 (s, 1H), 8.16 (broad s, 1H), 8.08 (d, J=8.0 Hz, 1H), 8.03 (d, J=8.0 Hz, 1H), 7.85 (d, J=8.0 Hz, 1H), 7.73 (d, J=8.0 Hz, 2H), 7.70 (t, J=8.... The reactants are CCC(CCC)O (3-hexanol), Cl.NCC(CCC(=O)O)=O (5-amino-4-oxopentanoic acid hydrochloride), amber oil. Reaction conditions: time 2 day. The product is Cl.NCC(CCC(=O)OC(CC)CCC)=O (3-Hexyl 5-amino-4-oxopentanoate Hydrochloride). Reaction SMILES: [CH3:1][CH2:2][CH:3]([OH:7])[CH2:4][CH2:5][CH3:6].[ClH:8].[NH2:9][CH2:10][C:11](=[O:17])[CH2:12][CH2:13][C:14](O)=[O:15]>>[ClH:8].[NH2:9][CH2:10][C:11](=[O:17])[CH2:12][CH2:13][C:14]([O:7][CH:3]([CH2:4][CH2:5][CH3:6])[CH2:2][CH3:1])=[O:15] |f:1.2,3.4|. Reported procedure: From 3-hexanol (6.0 ml) and 5-amino-4-oxopentanoic acid hydrochloride (1.0 g; 6.0 mmol) at 100° C. The reaction was complete after 2 days. The yield was 0.87 g (58%) of amber oil.